Dataset: the Open Reaction Database (ORD), a public repository of structured organic reaction records. Task: describe an organic reaction: reactants, conditions, products, and yield Starting materials: ClC1=CC=C(C=NO)C=C1 (4-chlorobenzaldoxime), C(Cl)(Cl)Cl (chloroform). Yields the product ClC(C1=CC=C(C=C1)Cl)=NO (α-Chloro-4-Chlorobenzaldoxime). The yield is 94.7%. Reaction SMILES: [Cl:1][C:2]1[CH:10]=[CH:9][C:5]([CH:6]=[N:7][OH:8])=[CH:4][CH:3]=1.C(Cl)(Cl)[Cl:12]>>[Cl:12][C:6](=[N:7][OH:8])[C:5]1[CH:9]=[CH:10][C:2]([Cl:1])=[CH:3][CH:4]=1. Procedure details: 31 g (0.2 mol) of 4-chlorobenzaldoxime was suspended in 200 g of chloroform and chlorine gas was bubbled through the suspension while maintaining the reaction mixture at a temperature of from 5° to 10° C. 3-Chlorobenzaldoxime went into solution while showing a green color upon reaction with chlorine to give a reaction mixture having a deep green color. The reaction mixture turned pale yellowish-brown upon standing; chloroform was then removed from the reaction mixture by distillation under reduc...